This data is from the Open Reaction Database (ORD), a public repository of structured organic reaction records. The task is: describe an organic reaction: reactants, conditions, products, and yield The reactants are CN(C)C=O, ClCc1ccccn1, c1ccc(P(c2ccccc2)c2ccccc2)cc1. Product: [Cl-], c1ccc([P+](Cc2ccccn2)(c2ccccc2)c2ccccc2)cc1. Reaction SMILES: [O:28]=[CH:29][N:30]([CH3:31])[CH3:32].[c:1]1([CH2:7][Cl:8])[cH:2][cH:3][cH:4][cH:5][n:6]1.[c:9]1([P:15]([c:16]2[cH:17][cH:18][cH:19][cH:20][cH:21]2)[c:22]2[cH:23][cH:24][cH:25][cH:26][cH:27]2)[cH:10][cH:11][cH:12][cH:13][cH:14]1>>[Cl-:8].[c:1]1([CH2:7][P+:15]([c:9]2[cH:10][cH:11][cH:12][cH:13][cH:14]2)([c:16]2[cH:17][cH:18][cH:19][cH:20][cH:21]2)[c:22]2[cH:23][cH:24][cH:25][cH:26][cH:27]2)[cH:2][cH:3][cH:4][cH:5][n:6]1.